From a dataset of the Open Reaction Database (ORD), a public repository of structured organic reaction records. describe an organic reaction: reactants, conditions, products, and yield Starting materials: C[O-].[Na+] (Sodium methylate), Cl.ClCC(=N)N (chloroacetamidine hydrochloride), ClCC(CC(=O)OCC)=O (ethyl 4-chloroacetoacetate), CO (methanol). The product is COCC1=NC(=CC(=N1)O)COC (2,6-bis(methoxymethyl)-4-hydroxypyrimidine). As a reaction SMILES: [CH3:1][O-:2].[Na+].Cl.Cl[CH2:6][C:7]([NH2:9])=[NH:8].Cl[CH2:11][C:12](=O)[CH2:13][C:14]([O:16][CH2:17]C)=O.C[OH:21]>>[CH3:1][O:2][CH2:6][C:7]1[N:9]=[C:11]([OH:21])[CH:12]=[C:13]([CH2:14][O:16][CH3:17])[N:8]=1 |f:0.1,2.3|. Procedure: Sodium methylate (13.5 g, 0.25 mole) was added to a solution of chloroacetamidine hydrochloride (7.74 g, 0.06 mole) and ethyl 4-chloroacetoacetate (9.88 g, 0.06 mole) in methanol (100 ml) with stirring at a temperature between 10° C. and 15° C. The mixture was stirred for 1 hour at 25° C. and then refluxed for 3 hours with stirring. After the reaction mixture was cooled to room temperature, the precipitate was filtered, and the filtrate was treated in the same manner as in Reference Example 1 to... The reactants are C(=O)([O-])[O-].[K+].[K+] (K2CO3), ClCC(CC(=O)OC)=O (methyl 4-chloro-3-oxobutanoate), CC1=C(C=C(C=C1S)C)O (2,5-dimethyl-3-sulfanylphenol). The solvent is CN(C)C=O (DMF). Run at temperature 0 celsius, time 3 hour. Yields the product OC=1C(=C(C=C(C1)C)SCC(CC(=O)OC)=O)C (Methyl 4-((3-hydroxy-2,5-dimethylphenyl)sulfanyl)-3-oxobutanoate). RXN SMILES: [CH3:1][C:2]1[C:7]([SH:8])=[CH:6][C:5]([CH3:9])=[CH:4][C:3]=1[OH:10].C([O-])([O-])=O.[K+].[K+].Cl[CH2:18][C:19](=[O:25])[CH2:20][C:21]([O:23][CH3:24])=[O:22]>CN(C=O)C>[OH:10][C:3]1[C:2]([CH3:1])=[C:7]([S:8][CH2:18][C:19](=[O:25])[CH2:20][C:21]([O:23][CH3:24])=[O:22])[CH:6]=[C:5]([CH3:9])[CH:4]=1 |f:1.2.3|. Reported procedure: To a mixture of 2,5-dimethyl-3-sulfanylphenol (126 mg) and DMF (dry) (8.0 mL) were added K2CO3 (124 mg) and methyl 4-chloro-3-oxobutanoate (0.096 mL) at 0° C. The mixture was stirred at 0° C. for 3 h. The mixture was quenched with water at 0° C. and extracted with EtOAc. The organic layer was washed successively with water and brine, dried over MgSO4, and concentrated in vacuo. The residue was purified by silica gel column chromatography (EtOAc/hexane) to give the title compound (179 mg). The reactants are ClC(c1ccccc1)(c1ccccc1)c1ccccc1, ClCCl, CC(CS)C(=O)O. Product: CC(CSC(c1ccccc1)(c1ccccc1)c1ccccc1)C(=O)O. Reaction SMILES: [C:8]([c:9]1[cH:10][cH:11][cH:12][cH:13][cH:14]1)([c:15]1[cH:16][cH:17][cH:18][cH:19][cH:20]1)([c:21]1[cH:22][cH:23][cH:24][cH:25][cH:26]1)[Cl:27].[CH2:28]([Cl:29])[Cl:30].[SH:1][CH2:2][CH:3]([C:4](=[O:5])[OH:6])[CH3:7]>>[S:1]([CH2:2][CH:3]([C:4](=[O:5])[OH:6])[CH3:7])[C:8]([c:9]1[cH:10][cH:11][cH:12][cH:13][cH:14]1)([c:15]1[cH:16][cH:17][cH:18][cH:19][cH:20]1)[c:21]1[cH:22][cH:23][cH:24][cH:25][cH:26]1. The reactants are COC(C)(C)C, [Cl-], [Cl-], [Cl-], [Cl-], ClCCl, Oc1cc(F)cc(F)c1, [Zr+4]. Yields the product CC(C)(C)c1c(F)cc(O)cc1F. Reaction SMILES: [CH3:1][O:2][C:3]([CH3:4])([CH3:5])[CH3:6].[Cl-:19].[Cl-:20].[Cl-:21].[Cl-:22].[Cl:16][CH2:17][Cl:18].[F:7][c:8]1[cH:9][c:10]([OH:15])[cH:11][c:12]([F:14])[cH:13]1.[Zr+4:23]>>[C:3]([CH3:4])([CH3:5])([CH3:6])[c:13]1[c:8]([F:7])[cH:9][c:10]([OH:15])[cH:11][c:12]1[F:14]. Product: CC(=O)C=Cc1ccccc1C(F)(F)F. Reaction SMILES: [CH3:1][O:2][N:3]([C:4]([CH:5]=[CH:6][c:7]1[c:8]([C:13]([F:14])([F:15])[F:16])[cH:9][cH:10][cH:11][cH:12]1)=[O:17])[CH3:18].[CH3:22][CH2:23][O:24][C:25](=[O:26])[CH3:27].[CH3:33][CH2:34][O:35][CH2:36][CH3:37].[Li:19][CH3:20].[O:28]1[CH2:29][CH2:30][CH2:31][CH2:32]1.[OH2:21]>>[C:4]([CH:5]=[CH:6][c:7]1[c:8]([C:13]([F:14])([F:15])[F:16])[cH:9][cH:10][cH:11][cH:12]1)(=[O:17])[CH3:22]. Starting materials: CON(C)C(=O)C=Cc1ccccc1C(F)(F)F, CCOC(C)=O, CCOCC, [Li]C, C1CCOC1, O. Starting materials: [BH4-], CCO, Cl, [Na+], O, CC(=O)c1ncnc2nc[nH]c12. The product is CC(O)c1ncnc2nc[nH]c12. As a reaction SMILES: [BH4-:16].[CH3:1][CH2:2][OH:3].[ClH:18].[Na+:17].[OH2:19].[n:4]1[cH:5][n:6][c:7]2[n:8][cH:9][nH:10][c:11]2[c:12]1[C:13]([CH3:14])=[O:15]>>[n:4]1[cH:5][n:6][c:7]2[n:8][cH:9][nH:10][c:11]2[c:12]1[CH:13]([CH3:14])[OH:15].